This data is from the Open Reaction Database (ORD), a public repository of structured organic reaction records. The task is: describe an organic reaction: reactants, conditions, products, and yield The reactants are Cl (HCl), [Na] (monosodium), OC1=CC(OC(=C1)C)=O (4-hydroxy-6-methyl-2-pyrone), 2B, C1(=CC=C(C=C1)S(=O)O)C (p-toluenesulfinic acid). The solvent is C(C)O (ethanol). Conditions: time 6.5 hour. Yields the product ClC1=CC=C(C=C1)SC=1C(OC(=CC1O)C)=O (3-p-Chlorophenylthio-4-hydroxy-6-methyl-2-pyrone). Isolated yield 70.0%. Reaction SMILES: [Na].[OH:2][C:3]1[CH:8]=[C:7]([CH3:9])[O:6][C:5](=[O:10])[CH:4]=1.[ClH:11].[C:12]1(C)[CH:17]=[CH:16][C:15]([S:18](O)=O)=[CH:14][CH:13]=1>C(O)C>[Cl:11][C:12]1[CH:17]=[CH:16][C:15]([S:18][C:4]2[C:5](=[O:10])[O:6][C:7]([CH3:9])=[CH:8][C:3]=2[OH:2])=[CH:14][CH:13]=1 |^1:0|. Reported procedure: A mixture of the monosodium salt of 4-hydroxy-6-methyl-2-pyrone (29.6 g., 0.200 mol), p-chlorophenyl p-toluenethiolsulfonate (59.8 g., 0.200 mol), and 2B absolute ethanol (500 ml.) was heated at reflux with stirring for 6.5 hours. The ethanol was removed by distillation in vacuo and the residue triturated with water (300 ml.). The crude product was removed by filtration, 53.0 g. (m. 166°-177°C., 91% yield); after recrystallization from ethanol, 36.4 g., m. 175°-180°C., 68% yield. A second recrys... Starting materials: solid, FC1=CC=2C(=C3N(C2C(=C1)B1OC(C(O1)(C)C)(C)C)CCNC3=O)C (8-fluoro-10-methyl-6-(4,4,5,5-tetramethyl-[1,3,2]dioxaborolan-2-yl)-3,4-dihydro-2H-pyrazino[1,2-a]indol-1-one), BrC1=CC=C(S1)C#N (5-bromothiophene-2-carbonitrile). Yields the product FC1=CC=2C(=C3N(C2C(=C1)C1=CC=C(S1)C#N)CCNC3=O)C (5-(8-Fluoro-10-methyl-1-oxo-3,4-dihydro-2H-pyrazino[1,2-a]indol-6-yl)thiophene-2-carbonitrile). RXN SMILES: [F:1][C:2]1[CH:10]=[C:9](B2OC(C)(C)C(C)(C)O2)[C:8]2[N:7]3[CH2:20][CH2:21][NH:22][C:23](=[O:24])[C:6]3=[C:5]([CH3:25])[C:4]=2[CH:3]=1.Br[C:27]1[S:31][C:30]([C:32]#[N:33])=[CH:29][CH:28]=1>>[F:1][C:2]1[CH:10]=[C:9]([C:27]2[S:31][C:30]([C:32]#[N:33])=[CH:29][CH:28]=2)[C:8]2[N:7]3[CH2:20][CH2:21][NH:22][C:23](=[O:24])[C:6]3=[C:5]([CH3:25])[C:4]=2[CH:3]=1. Procedure: The title compound, light brown solid (25 mg, 38%), MS (ISP) m/z=326.5 [(M+H)+], mp 249° C., was prepared in accordance with the general method of example 171, step B from 8-fluoro-10-methyl-6-(4,4,5,5-tetramethyl-[1,3,2]dioxaborolan-2-yl)-3,4-dihydro-2H-pyrazino[1,2-a]indol-1-one (Example 171, step A) (68.8 mg, 0.2 mmol) and commercially available 5-bromothiophene-2-carbonitrile (56.4 mg, 0.3 mmol). Starting materials: CN1N=CC(=C1C(NC1=CC=2N(C=C1)N=C(N2)C=2C=NC=CC2)=O)C(=O)O (1-methyl-5-(2-(pyridin-3-yl)-[1,2,4]triazolo[1,5-a]pyridin-7-ylcarbamoyl)-1H-pyrazole-4-carboxylic acid), Cl.FC1CNC1 (3-fluoroazetidine hydrochloride), CCCP(=O)=O (propylphosphonic anhydride), C(C)(C)N(C(C)C)CC (N,N-diisopropylethylamine). The solvent is O1CCCC1 (tetrahydrofurane). Conditions: time 18 hour. The product is FC1CN(C1)C(=O)C=1C=NN(C1C(=O)NC1=CC=2N(C=C1)N=C(N2)C=2C=NC=CC2)C (4-(3-fluoroazetidine-1-carbonyl)-1-methyl-N-(2-(pyridin-3-yl)-[1,2,4]triazolo[1,5-a]pyridin-7-yl)-1H-pyrazole-5-carboxamide). Yield: 38.4%. RXN SMILES: [CH3:1][N:2]1[C:6]([C:7](=[O:24])[NH:8][C:9]2[CH:14]=[CH:13][N:12]3[N:15]=[C:16]([C:18]4[CH:19]=[N:20][CH:21]=[CH:22][CH:23]=4)[N:17]=[C:11]3[CH:10]=2)=[C:5]([C:25](O)=[O:26])[CH:4]=[N:3]1.Cl.[F:29][CH:30]1[CH2:33][NH:32][CH2:31]1.CCCP(=O)=O.C(N(CC)C(C)C)(C)C>O1CCCC1>[F:29][CH:30]1[CH2:33][N:32]([C:25]([C:5]2[CH:4]=[N:3][N:2]([CH3:1])[C:6]=2[C:7]([NH:8][C:9]2[CH:14]=[CH:13][N:12]3[N:15]=[C:16]([C:18]4[CH:19]=[N:20][CH:21]=[CH:22][CH:23]=4)[N:17]=[C:11]3[CH:10]=2)=[O:24])=[O:26])[CH2:31]1 |f:1.2|. Procedure details: A mixture of 1-methyl-5-(2-(pyridin-3-yl)-[1,2,4]triazolo[1,5-a]pyridin-7-ylcarbamoyl)-1H-pyrazole-4-carboxylic acid (100 mg, 223 μmol), 3-fluoroazetidine hydrochloride (74.7 mg, 669 μmol), propylphosphonic anhydride (50% in ethyl acetate, 329 μl, 558 μmol) and N,N-diisopropylethylamine (228 μl, 1.34 mmol) in tetrahydrofurane (7 ml) is stirred for 18 hours room temperature. The solvent is evaporated and the residue triturated with sat. aqueous sodium bicarbonate solution. The solid is collected ...